Dataset: the Open Reaction Database (ORD), a public repository of structured organic reaction records. Task: describe an organic reaction: reactants, conditions, products, and yield Yields the product Cc1cc([N+](=O)[O-])cc(C)c1OCCNC(C)C. The reactants are CC(C)N, C1COCCO1, Cc1ccc(S(=O)(=O)OCCOc2c(C)cc([N+](=O)[O-])cc2C)cc1. RXN SMILES: [CH3:26][CH:27]([CH3:28])[NH2:29].[O:30]1[CH2:31][CH2:32][O:33][CH2:34][CH2:35]1.[c:1]1([CH3:2])[cH:3][cH:4][c:5]([S:6]([O:7][CH2:11][CH2:12][O:13][c:14]2[c:15]([CH3:24])[cH:16][c:17]([N+:21](=[O:22])[O-:23])[cH:18][c:19]2[CH3:20])(=[O:8])=[O:9])[cH:10][cH:25]1>>[CH2:11]([CH2:12][O:13][c:14]1[c:15]([CH3:24])[cH:16][c:17]([N+:21](=[O:22])[O-:23])[cH:18][c:19]1[CH3:20])[NH:29][CH:27]([CH3:26])[CH3:28].